Dataset: the Open Reaction Database (ORD), a public repository of structured organic reaction records. Task: describe an organic reaction: reactants, conditions, products, and yield Yields the product COC(=O)c1c(C)cc(Br)cc1CBr. Reactants: NC(=O)CCC(=O)NBr, O=C(OOC(=O)c1ccccc1)c1ccccc1, ClC(Cl)(Cl)Cl, COC(=O)c1c(C)cc(Br)cc1C. Reaction SMILES: [Br:14][NH:15][C:16](=[O:17])[CH2:18][CH2:19][C:20]([NH2:21])=[O:22].[C:23]([O:24][O:25][C:26](=[O:27])[c:28]1[cH:29][cH:30][cH:31][cH:32][cH:33]1)(=[O:34])[c:35]1[cH:36][cH:37][cH:38][cH:39][cH:40]1.[C:41]([Cl:42])([Cl:43])([Cl:44])[Cl:45].[CH3:1][O:2][C:3]([c:4]1[c:5]([CH3:12])[cH:6][c:7]([Br:11])[cH:8][c:9]1[CH3:10])=[O:13]>>[CH3:1][O:2][C:3]([c:4]1[c:5]([CH3:12])[cH:6][c:7]([Br:11])[cH:8][c:9]1[CH2:10][Br:14])=[O:13].